This data is from the Open Reaction Database (ORD), a public repository of structured organic reaction records. The task is: describe an organic reaction: reactants, conditions, products, and yield The reactants are NC=1C=C(C=CC1)C1N=C2SCCN2C1 (6-(m-aminophenyl)-2,3,5,6-tetrahydroimidazo[2,1-b]thiazole), Cl (hydrochloric acid), C(C1=CC=CO1)=O (furfural), C(#N)[BH3-].[Na+] (sodium cyanoborohydride). The solvent is CO (methanol), C(C)(=O)O (acetic acid). Conditions: time 2 hour. Product: C(C1=CC=CO1)NC=1C=C(C=CC1)C1N=C2SCCN2C1 (6-[m-(Furfurylamino)phenyl]-2,3,5,6-tetrahydroimidazo[2,1-b]thiazole). Reaction SMILES: [NH2:1][C:2]1[CH:3]=[C:4]([CH:8]2[CH2:15][N:14]3[C:10]([S:11][CH2:12][CH2:13]3)=[N:9]2)[CH:5]=[CH:6][CH:7]=1.[CH:16](=O)[C:17]1[O:21][CH:20]=[CH:19][CH:18]=1.C([BH3-])#N.[Na+].Cl>CO.C(O)(=O)C>[CH2:16]([NH:1][C:2]1[CH:3]=[C:4]([CH:8]2[CH2:15][N:14]3[C:10]([S:11][CH2:12][CH2:13]3)=[N:9]2)[CH:5]=[CH:6][CH:7]=1)[C:17]1[O:21][CH:20]=[CH:19][CH:18]=1 |f:2.3|. Procedure: A mixture of 4.4 g. (0.020 mole) of 6-(m-aminophenyl)-2,3,5,6-tetrahydroimidazo[2,1-b]thiazole, 2.1 g. (0.022 mole) furfural, 3.5 ml. acetic acid and 50 ml. methanol are placed in a reaction flask along with some molecular sieves. To this 0.63 g. (0.01 mole) of sodium cyanoborohydride is added slowly and the mixture stirred two hours. The mixture is now acidified to pH 1 with hydrochloric acid. A solid material is removed by trituration and the solvent evaporated leaving an oily residue.